This data is from the Open Reaction Database (ORD), a public repository of structured organic reaction records. The task is: describe an organic reaction: reactants, conditions, products, and yield As a reaction SMILES: [CH2:1]([c:2]1[cH:3][cH:4][cH:5][cH:6][cH:7]1)[S:8][c:9]1[cH:10][cH:11][c:12]([CH:13]=[O:14])[cH:15][cH:16]1.[CH3:22][C:23](=[O:24])[O-:25].[CH3:26][C:27](=[O:28])[OH:29].[N+:17](=[O:18])([O-:19])[CH3:20].[NH4+:21]>>[CH2:1]([c:2]1[cH:3][cH:4][cH:5][cH:6][cH:7]1)[S:8][c:9]1[cH:10][cH:11][c:12]([CH:13]=[CH:20][N+:17](=[O:18])[O-:19])[cH:15][cH:16]1. The reactants are O=Cc1ccc(SCc2ccccc2)cc1, CC(=O)[O-], CC(=O)O, C[N+](=O)[O-], [NH4+]. Yields the product O=[N+]([O-])C=Cc1ccc(SCc2ccccc2)cc1. Starting materials: Cl.CNC([C@@H](N)CC1=CC=C(C=C1)OCC1=CC=CC=C1)=O (O-benzyl-L-tyrosine N-methylamide HCl), [H][H] (hydrogen). The reagents and catalysts are [Pd] (Pd/C). Run in CO (methanol). Reaction conditions: time 4 hour. Yields the product Cl.CNC([C@@H](N)CC1=CC=C(C=C1)O)=O (L-tyrosine N-methylamide HCl). The yield is 104.6%. RXN SMILES: [ClH:1].[CH3:2][NH:3][C:4](=[O:22])[C@H:5]([CH2:7][C:8]1[CH:13]=[CH:12][C:11]([O:14]CC2C=CC=CC=2)=[CH:10][CH:9]=1)[NH2:6].[H][H]>CO.[Pd]>[ClH:1].[CH3:2][NH:3][C:4](=[O:22])[C@H:5]([CH2:7][C:8]1[CH:9]=[CH:10][C:11]([OH:14])=[CH:12][CH:13]=1)[NH2:6] |f:0.1,5.6|. Procedure details: To a solution of O-benzyl-L-tyrosine N-methylamide HCl (1.13 g) in methanol (50 ml) was added 10% Pd/C and the mixture was stirred in an atmosphere of hydrogen at room temperature and atmospheric pressure for 4 h. The catalyst was then filtered and the solvent was removed in vacuo to yield L-tyrosine N-methylamide HCl as a foam (0.85 g). The reactants are C=C1CCC(CC1)COCC1=CC=CC=C1 ((((4-methylenecyclohexyl)methoxy)methyl)benzene), O.C[N+]1(CCOCC1)[O-] (4-methylmorpholine 4-oxide hydrate), O (water), S(=O)([O-])[O-].[Na+].[Na+] (Sodium sulfite), O (water), O (water). Reagents/catalysts: O.O.[O-][Os](=O)(=O)[O-].[K+].[K+] (potassium dioxidodioxoosmium dihydrate). Solvent: O1CCCC1 (tetrahydrofuran). Conditions: time 18 hour. The product is C(C1=CC=CC=C1)OCC1CCC(CC1)(O)CO (4-(benzyloxymethyl)-1-(hydroxymethyl)cyclohexanol). Reaction SMILES: [CH2:1]=[C:2]1[CH2:7][CH2:6][CH:5]([CH2:8][O:9][CH2:10][C:11]2[CH:16]=[CH:15][CH:14]=[CH:13][CH:12]=2)[CH2:4][CH2:3]1.[OH2:17].C[N+]1([O-])CCOCC1.S([O-])([O-])=O.[Na+].[Na+].[OH2:32]>O1CCCC1.O.O.[O-][Os]([O-])(=O)=O.[K+].[K+]>[CH2:10]([O:9][CH2:8][CH:5]1[CH2:6][CH2:7][C:2]([CH2:1][OH:32])([OH:17])[CH2:3][CH2:4]1)[C:11]1[CH:12]=[CH:13][CH:14]=[CH:15][CH:16]=1 |f:1.2,3.4.5,8.9.10.11.12|. Procedure: To a solution of EXAMPLE 399A (4.77 g) and 4-methylmorpholine 4-oxide hydrate (3.28 g), in a mixture of tetrahydrofuran (90 mL) and water (13.50 mL) was added potassium dioxidodioxoosmium dihydrate (0.325 g) and the resulting suspension was stirred rapidly 18 hours. Sodium sulfite (12.51 g) and water (90 mL) were added and stirring was continued for 1 hour. The reaction was diluted with water (300 mL) and extracted with ethyl acetate (3×200 mL). The combined organics were dried over sodium sulfa... Reactants: NC1=CC(=C(C=C1[N+](=O)[O-])S(=O)(=O)N)Cl (4-amino-2-chloro-5-nitrobenzenesulfonamide), Cl (hydrochloric acid), C(C)O (ethanol), O=C(C(=O)OCC)C(=O)OCC (diethyl ketomalonate). Reagents/catalysts: [C].[Pd] (palladium-carbon). The solvent is CO (methanol). Run at time 2 hour. Product: NS(=O)(=O)C=1C=C2NC(C(=NC2=CC1Cl)C(=O)OCC)=O (Ethyl 6-(aminosulfonyl)-7-chloro-3,4-dihydro-3-oxoquinoxaline-2-carboxylate). Isolated yield 10.9%. As a reaction SMILES: [NH2:1][C:2]1[C:7]([N+:8]([O-])=O)=[CH:6][C:5]([S:11]([NH2:14])(=[O:13])=[O:12])=[C:4]([Cl:15])[CH:3]=1.Cl.C(O)C.O=[C:21]([C:27](OCC)=[O:28])[C:22]([O:24][CH2:25][CH3:26])=[O:23]>CO.[C].[Pd]>[NH2:14][S:11]([C:5]1[CH:6]=[C:7]2[C:2](=[CH:3][C:4]=1[Cl:15])[N:1]=[C:21]([C:22]([O:24][CH2:25][CH3:26])=[O:23])[C:27](=[O:28])[NH:8]2)(=[O:13])=[O:12] |f:5.6|. Procedure: To a solution of 4-amino-2-chloro-5-nitrobenzenesulfonamide (2.00 g, 7.95 mmol) in methanol (40 ml) were added 10% palladium-carbon (400 mg) and successively 10% hydrochloric acid (6 ml) at room temperature, and catalytic hydrogenation was conducted for 2 hours at ambient temperature under ambient pressure. Catalyst was filtered off using celite and the filtrate was distilled off under reduced pressure. After dissolved this into ethanol (16 ml), diethyl ketomalonate (1.21 ml, 7.95 mmol) was adde... The reactants are BrCC1=CC(=C(C=C1)F)OC1=CC=CC=C1 (α-bromo-4-fluoro-3-phenoxytoluene), S(=O)([O-])[O-].[Na+].[Na+] (sodium sulfite). The solvent is CO (methanol). Product: FC1=C(C=C(C=C1)CS(=O)(=O)[O-])OC1=CC=CC=C1.[Na+] (sodium (4-fluoro-3-phenoxyphenyl)methanesulfonate). Yield: 64.6%. As a reaction SMILES: Br[CH2:2][C:3]1[CH:8]=[CH:7][C:6]([F:9])=[C:5]([O:10][C:11]2[CH:16]=[CH:15][CH:14]=[CH:13][CH:12]=2)[CH:4]=1.[S:17]([O-:20])([O-:19])=[O:18].[Na+:21].[Na+]>CO>[F:9][C:6]1[CH:7]=[CH:8][C:3]([CH2:2][S:17]([O-:20])(=[O:19])=[O:18])=[CH:4][C:5]=1[O:10][C:11]1[CH:16]=[CH:15][CH:14]=[CH:13][CH:12]=1.[Na+:21] |f:1.2.3,5.6|. Procedure details: A mixture of α-bromo-4-fluoro-3-phenoxytoluene (4.86 g, 17.3 mmol) and sodium sulfite (2.39 g, 19 mmol) in 50% aqueous methanol (20 ml) is heated at reflux for 5 hours and cooled to room temperature. The resultant colorless solid is collected by filtration and washed with chilled 50% aqueous methanol and methanol to obtain 3.4 g of sodium (4-fluoro-3-phenoxyphenyl)methanesulfonate. Another 1.8 g of product is recovered from the mother liquors.